Dataset: the Open Reaction Database (ORD), a public repository of structured organic reaction records. Task: describe an organic reaction: reactants, conditions, products, and yield Starting materials: C(#N)C1=CC(=C(C=C1C(C)C)S(=O)(=O)N)C(C)C (4-cyano-2,5-diisopropylbenzenesulfonamide), [OH-].[K+] (potassium hydroxide), C(CO)O (ethylene glycol), Cl (hydrochloride). Solvent: O (water). The product is 17, C(=O)(O)C1=CC(=C(C=C1C(C)C)S(=O)(=O)N)C(C)C (4-carboxy-2,5-diisopropylbenzenesulfonamide). As a reaction SMILES: C(C1[C:8]([CH:9]([CH3:11])[CH3:10])=[CH:7][C:6]([S:12]([NH2:15])(=[O:14])=[O:13])=[C:5]([CH:16]([CH3:18])[CH3:17])[CH:4]=1)#N.[OH-:19].[K+].[CH2:21]([OH:24])[CH2:22]O.Cl>O>[C:21]([C:22]1[C:8]([CH:9]([CH3:11])[CH3:10])=[CH:7][C:6]([S:12]([NH2:15])(=[O:14])=[O:13])=[C:5]([CH:16]([CH3:18])[CH3:17])[CH:4]=1)([OH:24])=[O:19] |f:1.2|. Procedure details: Twenty parts 4-cyano-2,5-diisopropylbenzenesulfonamide is refluxed with 50 parts of potassium hydroxide and 400 parts of ethylene glycol under nitrogen for 24 hours. The cooled reaction mixture is diluted with 600 parts of water and acidified with hydrochloride acid. The precipitated product is filtered and washed with water. Drying gives 17 parts of 4-carboxy-2,5-diisopropylbenzenesulfonamide having a.m.p. of 225°-231°. The reactants are NC=1C=C(C=CC1)C#CC1=NC=CC(=C1)NC(OC(C)(C)C)=O (tert-butyl {2-[(3-aminophenyl)ethynyl]pyridin-4-yl}carbamate). Reagents/catalysts: [Pd] (palladium on carbon). Run in CO (methanol). Run at time 20 hour. Product: NC=1C=C(C=CC1)\C=C/C1=NC=CC(=C1)NC(OC(C)(C)C)=O (tert-Butyl {2-[(Z)-2-(3-aminophenyl)vinyl]pyridin-4-yl}carbamate). The yield is 36.7%. RXN SMILES: [NH2:1][C:2]1[CH:3]=[C:4]([C:8]#[C:9][C:10]2[CH:15]=[C:14]([NH:16][C:17](=[O:23])[O:18][C:19]([CH3:22])([CH3:21])[CH3:20])[CH:13]=[CH:12][N:11]=2)[CH:5]=[CH:6][CH:7]=1>CO.[Pd]>[NH2:1][C:2]1[CH:3]=[C:4](/[CH:8]=[CH:9]\[C:10]2[CH:15]=[C:14]([NH:16][C:17](=[O:23])[O:18][C:19]([CH3:21])([CH3:20])[CH3:22])[CH:13]=[CH:12][N:11]=2)[CH:5]=[CH:6][CH:7]=1. Procedure: To a mixture of tert-butyl {2-[(3-aminophenyl)ethynyl]pyridin-4-yl}carbamate (430 mg, 1.4 mmol) in methanol (15 mL) was added 10% palladium on carbon (150 mg, 0.14 mmol) and hydrogenated at 60 psi for 20 hours. After filtration and concentration, the crude residue was purified by silica gel column chromatography to give the desired product (160 mg, 37%). LCMS for C18H22N3O2 (M+H)+: m/z=312.1 Starting materials: BrC=1C(=CC2=C(N(C(O2)=O)[C@H](C)C2=CC=CC=C2)C1)S(=O)(=O)NC1=NC=NS1 ((R)-5-bromo-2-oxo-3-(1-phenylethyl)-N-(1,2,4-thiadiazol-5-yl)-2,3-dihydrobenzo[d]oxazole-6-sulfonamide), C(C)[Zn]CC (diethylzinc). The reagents and catalysts are CC(C)C1=CC(=C(C(=C1)C(C)C)C2=CC(=CC=C2)P(C3CCCCC3)C4CCCCC4)C(C)C.C1=CC=C([C-]=C1)C2=CC=CC=C2N.Cl[Pd+] (chloro(2-dicyclohexylphosphino-2′,4′,6′-triisopropyl-1,1′-biphenyl)[2-(2′-amino-1,1′-biphenyl)]palladium(II)). Run in O (H2O), CCOC(=O)C (EtOAc), CN1CCCC1=O (NMP). Run at temperature 120 celsius. Product: C(C)C=1C(=CC2=C(N(C(O2)=O)[C@H](C)C2=CC=CC=C2)C1)S(=O)(=O)NC1=NC=NS1 (5-ethyl-2-oxo-3-[(1R)-1-phenylethyl]-N-1,2,4-thiadiazol-5-yl-2,3-dihydro-1,3-benzoxazole-6-sulfonamide). As a reaction SMILES: Br[C:2]1[C:3]([S:20]([NH:23][C:24]2[S:28][N:27]=[CH:26][N:25]=2)(=[O:22])=[O:21])=[CH:4][C:5]2[O:9][C:8](=[O:10])[N:7]([C@@H:11]([C:13]3[CH:18]=[CH:17][CH:16]=[CH:15][CH:14]=3)[CH3:12])[C:6]=2[CH:19]=1.[CH2:29]([Zn]CC)[CH3:30]>CN1C(=O)CCC1.O.CCOC(C)=O.CC(C1C=C(C(C)C)C(C2C=CC=C(P(C3CCCCC3)C3CCCCC3)C=2)=C(C(C)C)C=1)C.C1C=[C-]C(C2C(N)=CC=CC=2)=CC=1.Cl[Pd+]>[CH2:29]([C:2]1[C:3]([S:20]([NH:23][C:24]2[S:28][N:27]=[CH:26][N:25]=2)(=[O:22])=[O:21])=[CH:4][C:5]2[O:9][C:8](=[O:10])[N:7]([C@@H:11]([C:13]3[CH:14]=[CH:15][CH:16]=[CH:17][CH:18]=3)[CH3:12])[C:6]=2[CH:19]=1)[CH3:30] |f:5.6.7|. Procedure details: Into a solution of (R)-5-bromo-2-oxo-3-(1-phenylethyl)-N-(1,2,4-thiadiazol-5-yl)-2,3-dihydrobenzo[d]oxazole-6-sulfonamide (38-1, 80 mg, 0.166 mmol, prepared from 35-3 by a reaction sequence analogous to that described herein) in NMP (831 ul) was added diethylzinc (1M in hexanes, 0.499 mmol) followed by chloro(2-dicyclohexylphosphino-2′,4′,6′-triisopropyl-1,1′-biphenyl)[2-(2′-amino-1,1′-biphenyl)]palladium(II) (7 mg, 8.9 umol). The reaction vessel was sealed and heated to 120° C. for 12 h, cooled...